From a dataset of the Open Reaction Database (ORD), a public repository of structured organic reaction records. describe an organic reaction: reactants, conditions, products, and yield Yields the product Cl.C1(=CC=CC2=CC=CC=C12)C(CN1C=NC=C1)Cl (1-[2-(1-naphthyl)-2-chloroethyl]imidazole hydrochloride). RXN SMILES: [C:1]1([CH:11](O)[CH2:12][N:13]2[CH:17]=[CH:16][N:15]=[CH:14]2)[C:10]2[C:5](=[CH:6][CH:7]=[CH:8][CH:9]=2)[CH:4]=[CH:3][CH:2]=1.S(Cl)([Cl:21])=O>>[ClH:21].[C:1]1([CH:11]([Cl:21])[CH2:12][N:13]2[CH:17]=[CH:16][N:15]=[CH:14]2)[C:10]2[C:5](=[CH:6][CH:7]=[CH:8][CH:9]=2)[CH:4]=[CH:3][CH:2]=1 |f:2.3|. Starting materials: C1(=CC=CC2=CC=CC=C12)C(CN1C=NC=C1)O (1-[2-(1-naphthyl)-2-hydroxyethyl]imidazole), S(=O)(Cl)Cl (thionyl chloride). Procedure details: 1-[2-(1-naphthyl)-2-hydroxyethyl]imidazole (2.0 g.) and 5 ml. of thionyl chloride are stirred at room temperature for 30 minutes. Thereafter, the reaction mixture is evaporated to dryness and the residue treated with ethyl acetate and filtered to yield 1-[2-(1-naphthyl)-2-chloroethyl]imidazole hydrochloride as a white solid. Reactants: Cc1ccc2nc(Cl)ccc2c1, O, O=[N+]([O-])O, O=S(=O)(O)O. The product is Cc1ccc2nc(Cl)ccc2c1[N+](=O)[O-]. Reaction SMILES: [Cl:1][c:2]1[n:3][c:4]2[cH:5][cH:6][c:7]([CH3:12])[cH:8][c:9]2[cH:10][cH:11]1.[OH2:22].[OH:13][N+:14]([O-:15])=[O:16].[S:17](=[O:18])(=[O:19])([OH:20])[OH:21]>>[Cl:1][c:2]1[n:3][c:4]2[cH:5][cH:6][c:7]([CH3:12])[c:8]([N+:14](=[O:13])[O-:15])[c:9]2[cH:10][cH:11]1. Reactants: CCOP(=O)(CSCCBr)OCC, O=C([O-])[O-], CN(C)C=O, COC(=O)CN, Cl, [K+], [K+]. Yields the product CCOP(=O)(CSCCNCC(=O)OC)OCC. RXN SMILES: [Br:14][CH2:15][CH2:16][S:17][CH2:18][P:19]([O:20][CH2:21][CH3:22])([O:23][CH2:24][CH3:25])=[O:26].[C:1](=[O:2])([O-:3])[O-:4].[CH3:27][N:28]([CH3:29])[CH:30]=[O:31].[CH3:8][O:9][C:10]([CH2:11][NH2:12])=[O:13].[ClH:7].[K+:5].[K+:6]>>[CH3:8][O:9][C:10]([CH2:11][NH:12][CH2:15][CH2:16][S:17][CH2:18][P:19]([O:20][CH2:21][CH3:22])([O:23][CH2:24][CH3:25])=[O:26])=[O:13]. The reactants are C[O-], CO, COC(=O)c1sc2ccc(Cl)nc2c1N, [Na+]. The product is COC(=O)c1sc2ccc(OC)nc2c1N. Reaction SMILES: [CH3:16][O-:17].[CH3:19][OH:20].[NH2:1][c:2]1[c:3]([C:12](=[O:13])[O:14][CH3:15])[s:4][c:5]2[c:6]1[n:7][c:8]([Cl:11])[cH:9][cH:10]2.[Na+:18]>>[NH2:1][c:2]1[c:3]([C:12](=[O:13])[O:14][CH3:15])[s:4][c:5]2[c:6]1[n:7][c:8]([O:17][CH3:16])[cH:9][cH:10]2. The reactants are COC=1C=C(C=2OC3=CC(=CC=C3C(C2)=O)O)C=CC1OC (3′,4′-dimethoxy-7-hydroxy-flavone), COC=1C=C(C=2OC3=CC(=CC=C3C(C2)=O)O)C=CC1OC (3′,4′-Dimethoxy-7-hydroxy-flavone), [H-].[Na+] (sodium hydride), C(Cl)C1CO1 (epichlorohydrin). Run in CN(C=O)C (dimethyl formamide). The product is COC=1C=C(C=2OC3=CC(=CC=C3C(C2)=O)OCC2CO2)C=CC1OC (3′,4′-Dimethoxy-7-(2,3-epoxy-propoxy)-flavone). Reaction SMILES: [CH3:1][O:2][C:3]1[CH:4]=[C:5]([CH:18]=[CH:19][C:20]=1[O:21][CH3:22])[C:6]1[O:7][C:8]2[C:13]([C:14](=[O:16])[CH:15]=1)=[CH:12][CH:11]=[C:10]([OH:17])[CH:9]=2.[H-].[Na+].[CH2:25]([CH:27]1[O:29][CH2:28]1)Cl>CN(C)C=O>[CH3:1][O:2][C:3]1[CH:4]=[C:5]([CH:18]=[CH:19][C:20]=1[O:21][CH3:22])[C:6]1[O:7][C:8]2[C:13]([C:14](=[O:16])[CH:15]=1)=[CH:12][CH:11]=[C:10]([O:17][CH2:25][CH:27]1[O:29][CH2:28]1)[CH:9]=2 |f:1.2|. Procedure: Reaction of 3′,4′-dimethoxy-7-hydroxy-flavone, 27 (6 g, 20 mol), 50% sodium hydride (2.4 g, 100 mmol) and epichlorohydrin (3.9 mL, 50 mmol) in dry dimethyl formamide (200 mL) using identical procedure as described for 28 furnished 33. Yield 5.3 g (74%); mp 148-149° C.; MS (FAB) 355 (M++1); IR (KBr) 1632; 1H NMR (200 MHz, CDCl3) δ 8.13 (d, J=9.5 Hz, 1H), 7.73 (dd, J=8.5 Hz, 2.0 Hz, 1H), 7.35 (d, J=1.9 Hz, 1H), 7.00 (dd, J=7.1 Hz, 2.3 Hz, 1H), 6.99 (d, J=2.2 Hz, 1H), 6.97 (d, J=8.5 Hz, 1H), 6.68 (... Reactants: NC=1C=C(C(=O)NC2=CC=C(C=C2)C(C)(C)C)C=CC1N (3,4-diamino-N-(4-tert-butylphenyl)-benzamide), COC(C(CC1=CC(=C(C(=C1)C)C=O)C)(C)C)=O (3-(4-formyl-3,5-dimethylphenyl)-2,2-dimethylpropionic acid methyl ester). The product is C(C)(C)(C)C1=CC=C(C=C1)NC(=O)C=1C=CC2=C(NC(=N2)C2=C(C=C(C=C2C)CC(C(=O)O)(C)C)C)C1 (3-{4-[6-(4-tert-Butylphenylcarbamoyl)-1H-benzoimidazol-2-yl]-3,5-dimethylphenyl}-2,2-dimethylpropionic acid). Reaction SMILES: [NH2:1][C:2]1[CH:3]=[C:4]([CH:18]=[CH:19][C:20]=1[NH2:21])[C:5]([NH:7][C:8]1[CH:13]=[CH:12][C:11]([C:14]([CH3:17])([CH3:16])[CH3:15])=[CH:10][CH:9]=1)=[O:6].C[O:23][C:24](=[O:39])[C:25]([CH3:38])([CH3:37])[CH2:26][C:27]1[CH:32]=[C:31]([CH3:33])[C:30]([CH:34]=O)=[C:29]([CH3:36])[CH:28]=1>>[C:14]([C:11]1[CH:12]=[CH:13][C:8]([NH:7][C:5]([C:4]2[CH:18]=[CH:19][C:20]3[N:21]=[C:34]([C:30]4[C:29]([CH3:36])=[CH:28][C:27]([CH2:26][C:25]([CH3:37])([CH3:38])[C:24]([OH:39])=[O:23])=[CH:32][C:31]=4[CH3:33])[NH:1][C:2]=3[CH:3]=2)=[O:6])=[CH:9][CH:10]=1)([CH3:17])([CH3:16])[CH3:15]. Reported procedure: The title compound was prepared from 3,4-diamino-N-(4-tert-butylphenyl)-benzamide and 3-(4-formyl-3,5-dimethylphenyl)-2,2-dimethylpropionic acid methyl ester analogous to Example 6-26. 1H NMR (Methanol-d4, 400 MHz): δ 8.26 (s, 1H), 7.93 (d, 1H), 7.72 (m, 1H), 7.65 (m, 2H), 7.44 (m, 2H), 7.05 (s, 2H), 2.89 (s, 2H), 2.15 (s, 6H), 1.35 (s, 9H), 1.2 (s, 6H). MS (m/z) 498.2 (M+1); Retention time: 1.47 min (Method 10). The reactants are BrC1=CC=C(C=C1)N=C(C1=C(C=C(C=C1)Cl)Cl)Cl (N-(4-bromo-phenyl)-2,4-dichloro-benzimidoyl chloride), C(C)OC(=O)C=1N=CN(C1N)C1=CC=CC=C1 (5-amino-1-phenyl-1H-imidazole-4-carboxylic acid ethyl ester). The reagents and catalysts are [Ti](Cl)(Cl)(Cl)Cl (titanium tetrachloride). Solvent: ClCCCl (1,2-dichloroethane). Reaction conditions: temperature 120 celsius. Yields the product BrC1=CC=C(C=C1)N1C(=NC=2N(C=NC2C1=O)C1=CC=CC=C1)C1=C(C=C(C=C1)Cl)Cl (1-(4-Bromo-phenyl)-2-(2,4-dichloro-phenyl)-9-phenyl-1,9-dihydro-purin-6-one). Isolated yield 36.0%. Reaction SMILES: [Br:1][C:2]1[CH:7]=[CH:6][C:5]([N:8]=[C:9](Cl)[C:10]2[CH:15]=[CH:14][C:13]([Cl:16])=[CH:12][C:11]=2[Cl:17])=[CH:4][CH:3]=1.C([O:21][C:22]([C:24]1[N:25]=[CH:26][N:27]([C:30]2[CH:35]=[CH:34][CH:33]=[CH:32][CH:31]=2)[C:28]=1[NH2:29])=O)C>ClCCCl.[Ti](Cl)(Cl)(Cl)Cl>[Br:1][C:2]1[CH:7]=[CH:6][C:5]([N:8]2[C:22](=[O:21])[C:24]3[N:25]=[CH:26][N:27]([C:30]4[CH:31]=[CH:32][CH:33]=[CH:34][CH:35]=4)[C:28]=3[N:29]=[C:9]2[C:10]2[CH:15]=[CH:14][C:13]([Cl:16])=[CH:12][C:11]=2[Cl:17])=[CH:4][CH:3]=1. Reported procedure: To a solution of N-(4-bromo-phenyl)-2,4-dichloro-benzimidoyl chloride (0.22 mmol) and 5-amino-1-phenyl-1H-imidazole-4-carboxylic acid ethyl ester (65 mg, 0.27 mmol) in 1,2-dichloroethane is added titanium tetrachloride (98 μL, 0.89 mmol) dropwise at room temperature. After addition is completed, the reaction mixture is heated at 120° C. for 18 hours. After the reaction is quenched with water and the aqueous layer is extracted with ethyl acetate. The organic solvents are combined and dried over m...